From a dataset of the Open Reaction Database (ORD), a public repository of structured organic reaction records. describe an organic reaction: reactants, conditions, products, and yield Reactants: C1(CCCCC1)N=C=NC1CCCCC1 (N,N′-dicyclohexylcarbodiimide), CC(C(=O)OCCCCCCOC1=CC=C(C(=O)O)C=C1)=C (4-[6-(2-methyl-acryloyloxy)-hexyloxy]-benzoic acid), COC1=CC=C(C=C1)O (4-methoxy-phenol). Reagents/catalysts: CN(C1=CC=NC=C1)C (4-(dimethyl-amino)-pyridine). Run in ClCCl (dichloromethane). Reaction conditions: time 16 hour. The product is CC(C(=O)OCCCCCCOC1=CC=C(C(=O)OC2=CC=C(C=C2)OC)C=C1)=C (4-methoxy-phenyl 4-[6-(2-methyl-acryloyloxy)-hexyloxy]-benzoate). Yield: 80.4%. As a reaction SMILES: C1(N=C=NC2CCCCC2)CCCCC1.[CH3:16][C:17](=[CH2:37])[C:18]([O:20][CH2:21][CH2:22][CH2:23][CH2:24][CH2:25][CH2:26][O:27][C:28]1[CH:36]=[CH:35][C:31]([C:32]([OH:34])=[O:33])=[CH:30][CH:29]=1)=[O:19].[CH3:38][O:39][C:40]1[CH:45]=[CH:44][C:43](O)=[CH:42][CH:41]=1>CN(C)C1C=CN=CC=1.ClCCl>[CH3:37][C:17](=[CH2:16])[C:18]([O:20][CH2:21][CH2:22][CH2:23][CH2:24][CH2:25][CH2:26][O:27][C:28]1[CH:29]=[CH:30][C:31]([C:32]([O:34][C:43]2[CH:44]=[CH:45][C:40]([O:39][CH3:38])=[CH:41][CH:42]=2)=[O:33])=[CH:35][CH:36]=1)=[O:19]. Reported procedure: 6.8 g (33 mmol) of N,N′-dicyclohexylcarbodiimide were added at 0° C. while stirring to a solution of 7.8 g (25.4 mmol) of 4-[6-(2-methyl-acryloyloxy)-hexyloxy]-benzoic acid, 2.9 g (23.4 mmol) of 4-methoxy-phenol and 0.5 g of 4-(dimethyl-amino)-pyridine in 200 ml of dichloromethane. The reaction mixture was stirred at room temperature for a further 16 hours, then filtered and the filtrate was extracted twice with saturated K2CO3 solution. The combined organic phases were washed twice with saturat... Reactants: BrB(Br)Br, COc1ccc(Br)c(CC#N)c1, ClCCl. Yields the product N#CCc1cc(O)ccc1Br. Reaction SMILES: [B:13]([Br:14])([Br:15])[Br:16].[Br:1][c:2]1[c:3]([CH2:10][C:11]#[N:12])[cH:4][c:5]([O:8][CH3:9])[cH:6][cH:7]1.[Cl:17][CH2:18][Cl:19]>>[Br:1][c:2]1[c:3]([CH2:10][C:11]#[N:12])[cH:4][c:5]([OH:8])[cH:6][cH:7]1. The reactants are C(C)(C)(C)NC(C(=O)C1(CC1)C)=O ((1-methyl-cyclopropyl)-glyoxalic acid-tert.-butylamide), NNC(=S)NN (thiocarbohydrazide), 1, Cl (HCl), C(C)O (ethanol). Run in O (water). The product is NN1C(=NN=C(C1=O)C1(CC1)C)S (4-Amino-6-(1-methyl-cyclopropyl)-3-mercapto-1,2,4-triazin-5-one). RXN SMILES: C(N[C:6](=[O:13])[C:7]([C:9]1([CH3:12])[CH2:11][CH2:10]1)=O)(C)(C)C.[NH2:14][NH:15][C:16]([NH:18][NH2:19])=[S:17].Cl.C(O)C>O>[NH2:14][N:15]1[C:6](=[O:13])[C:7]([C:9]2([CH3:12])[CH2:11][CH2:10]2)=[N:19][N:18]=[C:16]1[SH:17]. Procedure: 183 grams of (1-methyl-cyclopropyl)-glyoxalic acid-tert.-butylamide and 112 grams of thiocarbohydrazide were added to a mixture of 1 liter of 1 normal HCl and 1 liter of ethanol. The mixture was boiled under reflux for 8 hours, cooled, diluted with 2 liters of water and the crystals filtered off with suction. There were obtained white crystals with a yellow luster which were dried. The reactants are CCCCCC, CN(C)CCc1cc2occc2cn1, CC(=O)[O-], CCOCC, CC(C)NC(C)C, [Li]CCCC, [Na+], [Na+], [Na+], O=C([O-])[O-], O=S=O, C1CCOC1. Yields the product CN(C)CCc1cc2oc(S(N)(=O)=O)cc2cn1. Reaction SMILES: [CH3:13][CH2:14][CH2:15][CH2:16][CH2:17][CH3:18].[CH3:19][N:20]([CH2:21][CH2:22][c:23]1[cH:24][c:25]2[c:26]([cH:27][n:28]1)[cH:29][cH:30][o:31]2)[CH3:32].[CH3:37][C:38](=[O:39])[O-:40].[CH3:52][CH2:53][O:54][CH2:55][CH3:56].[CH:1]([NH:4][CH:2]([CH3:3])[CH3:5])([CH3:6])[CH3:7].[Li:8][CH2:9][CH2:10][CH2:11][CH3:12].[Na+:36].[Na+:41].[Na+:42].[O-:43][C:44](=[O:45])[O-:46].[O:33]=[S:34]=[O:35].[O:47]1[CH2:48][CH2:49][CH2:50][CH2:51]1>>[NH2:4][S:34]([c:30]1[cH:29][c:26]2[c:25]([cH:24][c:23]([CH2:22][CH2:21][N:20]([CH3:19])[CH3:32])[n:28][cH:27]2)[o:31]1)(=[O:33])=[O:35]. Starting materials: C1CCOC1, COC(=O)c1ncc(Oc2cc(C(=O)Nc3ccn(C)n3)cc3c2CC(C)(C)O3)cc1F, [Na+], [OH-]. The product is Cn1ccc(NC(=O)c2cc(Oc3cnc(C(=O)O)c(F)c3)c3c(c2)OC(C)(C)C3)n1. As a reaction SMILES: [CH2:35]1[O:36][CH2:37][CH2:38][CH2:39]1.[CH3:1][O:2][C:3](=[O:4])[c:5]1[n:6][cH:7][c:8]([O:12][c:13]2[cH:14][c:15]([C:24]([NH:25][c:26]3[n:27][n:28]([CH3:31])[cH:29][cH:30]3)=[O:32])[cH:16][c:17]3[c:18]2[CH2:19][C:20]([CH3:22])([CH3:23])[O:21]3)[cH:9][c:10]1[F:11].[Na+:34].[OH-:33]>>[O:2]=[C:3]([OH:4])[c:5]1[n:6][cH:7][c:8]([O:12][c:13]2[cH:14][c:15]([C:24]([NH:25][c:26]3[n:27][n:28]([CH3:31])[cH:29][cH:30]3)=[O:32])[cH:16][c:17]3[c:18]2[CH2:19][C:20]([CH3:22])([CH3:23])[O:21]3)[cH:9][c:10]1[F:11]. The reactants are C[Si](C)(C)CCCCCCCCCCCCCCNc1ccc(C(=O)O)cc1, CN(C)P(=O)(N(C)C)N(C)C, CI, CCO, [H-], [Na+]. The product is COC(=O)c1ccc(NCCCCCCCCCCCCCC[Si](C)(C)C)cc1. Reaction SMILES: [CH3:1][Si:2]([CH2:3][CH2:4][CH2:5][CH2:6][CH2:7][CH2:8][CH2:9][CH2:10][CH2:11][CH2:12][CH2:13][CH2:14][CH2:15][CH2:16][NH:17][c:18]1[cH:19][cH:20][c:21]([C:22](=[O:23])[OH:24])[cH:25][cH:26]1)([CH3:27])[CH3:28].[CH3:29][N:30]([P:31]([N:32]([CH3:33])[CH3:34])([N:35]([CH3:36])[CH3:37])=[O:38])[CH3:39].[CH3:42][I:43].[CH3:44][CH2:45][OH:46].[H-:40].[Na+:41]>>[CH3:1][Si:2]([CH2:3][CH2:4][CH2:5][CH2:6][CH2:7][CH2:8][CH2:9][CH2:10][CH2:11][CH2:12][CH2:13][CH2:14][CH2:15][CH2:16][NH:17][c:18]1[cH:19][cH:20][c:21]([C:22](=[O:23])[O:24][CH3:29])[cH:25][cH:26]1)([CH3:27])[CH3:28]. The reactants are CC(C)(C)COc1ccc2c(c1)C1(COC(N)=N1)c1cc(Br)ccc1O2, C#CC1CC1, CCOC(C)=O, CC(C)NC(C)C, [Cu]I, c1ccc(P(c2ccccc2)(c2ccccc2)[Pd](P(c2ccccc2)(c2ccccc2)c2ccccc2)(P(c2ccccc2)(c2ccccc2)c2ccccc2)P(c2ccccc2)(c2ccccc2)c2ccccc2)cc1. Yields the product CC(C)(C)COc1ccc2c(c1)C1(COC(N)=N1)c1cc(C#CC3CC3)ccc1O2. As a reaction SMILES: [Br:1][c:2]1[cH:3][c:4]2[c:5]([cH:6][cH:7]1)[O:8][c:9]1[cH:10][cH:11][c:12]([O:21][CH2:22][C:23]([CH3:24])([CH3:25])[CH3:26])[cH:13][c:14]1[C:15]21[N:16]=[C:17]([NH2:20])[O:18][CH2:19]1.[C:34](#[CH:35])[CH:36]1[CH2:37][CH2:38]1.[CH3:39][CH2:40][O:41][C:42]([CH3:43])=[O:44].[CH:27]([NH:28][CH:29]([CH3:30])[CH3:31])([CH3:32])[CH3:33].[Cu:122][I:123].[cH:45]1[cH:46][cH:47][c:48]([P:49]([Pd:50]([P:51]([c:52]2[cH:53][cH:54][cH:55][cH:56][cH:57]2)([c:58]2[cH:59][cH:60][cH:61][cH:62][cH:63]2)[c:64]2[cH:65][cH:66][cH:67][cH:68][cH:69]2)([P:70]([c:71]2[cH:72][cH:73][cH:74][cH:75][cH:76]2)([c:77]2[cH:78][cH:79][cH:80][cH:81][cH:82]2)[c:83]2[cH:84][cH:85][cH:86][cH:87][cH:88]2)[P:89]([c:90]2[cH:91][cH:92][cH:93][cH:94][cH:95]2)([c:96]2[cH:97][cH:98][cH:99][cH:100][cH:101]2)[c:102]2[cH:103][cH:104][cH:105][cH:106][cH:107]2)([c:108]2[cH:109][cH:110][cH:111][cH:112][cH:113]2)[c:114]2[cH:115][cH:116][cH:117][cH:118][cH:119]2)[cH:120][cH:121]1>>[c:2]1([C:35]#[C:34][CH:36]2[CH2:37][CH2:38]2)[cH:3][c:4]2[c:5]([cH:6][cH:7]1)[O:8][c:9]1[cH:10][cH:11][c:12]([O:21][CH2:22][C:23]([CH3:24])([CH3:25])[CH3:26])[cH:13][c:14]1[C:15]21[N:16]=[C:17]([NH2:20])[O:18][CH2:19]1. Starting materials: [BH4-], CO, Cl, Cc1ccc(S(=O)(=O)n2cncc2CC(=O)CF)cc1, [Na+]. The product is Cc1ccc(S(=O)(=O)n2cncc2CC(O)CF)cc1. RXN SMILES: [BH4-:21].[CH3:24][OH:25].[ClH:23].[F:1][CH2:2][C:3](=[O:4])[CH2:5][c:6]1[cH:7][n:8][cH:9][n:10]1[S:11](=[O:12])(=[O:13])[c:14]1[cH:15][cH:16][c:17]([CH3:18])[cH:19][cH:20]1.[Na+:22]>>[F:1][CH2:2][CH:3]([OH:4])[CH2:5][c:6]1[cH:7][n:8][cH:9][n:10]1[S:11](=[O:12])(=[O:13])[c:14]1[cH:15][cH:16][c:17]([CH3:18])[cH:19][cH:20]1.